This data is from the Open Reaction Database (ORD), a public repository of structured organic reaction records. The task is: describe an organic reaction: reactants, conditions, products, and yield The reactants are O=C([O-])[O-], COC(Cn1ncc2cc(I)ccc21)OC, CS(C)=O, O=c1[nH]ccc2oc(-c3ccc(Cl)cc3)cc12, [Cs+], [Cs+], [Cu]I, Oc1cccc2cccnc12. Yields the product COC(Cn1ncc2cc(-n3ccc4oc(-c5ccc(Cl)cc5)cc4c3=O)ccc21)OC. Reaction SMILES: [C:34](=[O:35])([O-:36])[O-:37].[CH3:1][O:2][CH:3]([CH2:4][n:5]1[n:6][cH:7][c:8]2[cH:9][c:10]([I:14])[cH:11][cH:12][c:13]12)[O:15][CH3:16].[CH3:51][S:52]([CH3:53])=[O:54].[Cl:17][c:18]1[cH:19][cH:20][c:21](-[c:24]2[cH:25][c:26]3[c:27](=[O:33])[nH:28][cH:29][cH:30][c:31]3[o:32]2)[cH:22][cH:23]1.[Cs+:38].[Cs+:39].[Cu:55][I:56].[OH:40][c:41]1[cH:42][cH:43][cH:44][c:45]2[c:46]1[n:47][cH:48][cH:49][cH:50]2>>[CH3:1][O:2][CH:3]([CH2:4][n:5]1[n:6][cH:7][c:8]2[cH:9][c:10](-[n:28]3[c:27](=[O:33])[c:26]4[cH:25][c:24](-[c:21]5[cH:20][cH:19][c:18]([Cl:17])[cH:23][cH:22]5)[o:32][c:31]4[cH:30][cH:29]3)[cH:11][cH:12][c:13]12)[O:15][CH3:16].